From a dataset of the Open Reaction Database (ORD), a public repository of structured organic reaction records. describe an organic reaction: reactants, conditions, products, and yield The reactants are CO, CC(C)(C)OC(=O)NC1(c2ccc(-c3c(-c4ccc([N+](=O)[O-])cc4)nc4n3-c3cccnc3Nc3ccccc3-4)cc2)CCC1. The product is CC(C)(C)OC(=O)NC1(c2ccc(-c3c(-c4ccc(N)cc4)nc4n3-c3cccnc3Nc3ccccc3-4)cc2)CCC1. As a reaction SMILES: [CH3:46][OH:47].[N+:1]([O-:2])(=[O:3])[c:4]1[cH:5][cH:6][c:7](-[c:10]2[n:11][c:12]3[n:13]([c:27]2-[c:28]2[cH:29][cH:30][c:31]([C:34]4([NH:38][C:39]([O:40][C:41]([CH3:42])([CH3:43])[CH3:44])=[O:45])[CH2:35][CH2:36][CH2:37]4)[cH:32][cH:33]2)-[c:14]2[c:15]([n:23][cH:24][cH:25][cH:26]2)[NH:16][c:17]2[c:18]-3[cH:19][cH:20][cH:21][cH:22]2)[cH:8][cH:9]1>>[NH2:1][c:4]1[cH:5][cH:6][c:7](-[c:10]2[n:11][c:12]3[n:13]([c:27]2-[c:28]2[cH:29][cH:30][c:31]([C:34]4([NH:38][C:39]([O:40][C:41]([CH3:42])([CH3:43])[CH3:44])=[O:45])[CH2:35][CH2:36][CH2:37]4)[cH:32][cH:33]2)-[c:14]2[c:15]([n:23][cH:24][cH:25][cH:26]2)[NH:16][c:17]2[c:18]-3[cH:19][cH:20][cH:21][cH:22]2)[cH:8][cH:9]1. Reactants: IC1=CC(=C(C(=O)O)C=C1)OC (4-iodo-2-methoxybenzoic acid), S(=O)(Cl)Cl (thionyl chloride). Yields the product IC1=CC(=C(C(=O)Cl)C=C1)OC (4-iodo-2-methoxybenzoyl chloride). RXN SMILES: [I:1][C:2]1[CH:10]=[CH:9][C:5]([C:6](O)=[O:7])=[C:4]([O:11][CH3:12])[CH:3]=1.S(Cl)([Cl:15])=O>>[I:1][C:2]1[CH:10]=[CH:9][C:5]([C:6]([Cl:15])=[O:7])=[C:4]([O:11][CH3:12])[CH:3]=1. Procedure details: A mixture of 4-iodo-2-methoxybenzoic acid (750 mg) and thionyl chloride (7 ml) was stirred at reflux for 15min and then evaporated to give 4-iodo-2-methoxybenzoyl chloride. A solution of Intermediate 6 (629 mg) in THF (30 ml) was treated with a solution of sodium hydroxide (227 mg) in water (10 ml), followed by the 4-iodo-2-methoxybenzoyl chloride, and the mixture stirred at 23° under nitrogen for 24 h. 5M-Hydrochloric acid (1.5 ml) was added, followed by aqueous saturated sodium bicarbonate (10... Reactants: c1ccc2c3c([nH]c2c1)CNCC3, CC(=O)O, CO, C=Cc1ccccn1. Yields the product c1ccc(CCN2CCc3c([nH]c4ccccc34)C2)nc1. Reaction SMILES: [CH2:1]1[NH:2][CH2:3][CH2:4][c:5]2[c:6]1[nH:7][c:8]1[cH:9][cH:10][cH:11][cH:12][c:13]21.[CH3:22][C:23](=[O:24])[OH:25].[CH3:26][OH:27].[CH:14](=[CH2:15])[c:16]1[n:17][cH:18][cH:19][cH:20][cH:21]1>>[CH2:1]1[N:2]([CH2:15][CH2:14][c:16]2[n:17][cH:18][cH:19][cH:20][cH:21]2)[CH2:3][CH2:4][c:5]2[c:6]1[nH:7][c:8]1[cH:9][cH:10][cH:11][cH:12][c:13]21. Reactants: C(C)(=O)Cl (Acetyl chloride), ClC=1N=C(N(C1C(=O)NCC1=C(C(=C(C=C1)Cl)OC1=CC(=CC(=C1)C#N)Cl)F)COCC[Si](C)(C)C)N=P(C)(C)C (4-chloro-N-({4-chloro-3-[(3-chloro-5-cyanophenyl)oxy]-2-fluorophenyl}methyl)-2-[(trimethyl-λ5-phosphanylidene)amino]-1-({[2-(trimethylsilyl)ethyl]oxy}methyl)-1H-imidazole-5-carboxamide), C(Cl)Cl (CH2Cl2), C(=O)(O)[O-].[Na+] (NaHCO3). Reaction conditions: temperature 45 celsius, time 1 hour. The product is ClC=1N=C(N(C1C(=O)NCC1=C(C(=C(C=C1)Cl)OC1=CC(=CC(=C1)C#N)Cl)F)COCC[Si](C)(C)C)N(C(C)=O)C(C)=O (4-chloro-N-({4-chloro-3-[(3-chloro-5-cyanophenyl)oxy]-2-fluorophenyl}methyl)-2-(diacetylamino)-1-({[2-(trimethylsilyl)ethyl]oxy}methyl)-1H-imidazole-5-carboxamide). Yield: 44.0%. As a reaction SMILES: [C:1](Cl)(=[O:3])[CH3:2].[Cl:5][C:6]1[N:7]=[C:8]([N:41]=P(C)(C)C)[N:9]([CH2:33][O:34][CH2:35][CH2:36][Si:37]([CH3:40])([CH3:39])[CH3:38])[C:10]=1[C:11]([NH:13][CH2:14][C:15]1[CH:20]=[CH:19][C:18]([Cl:21])=[C:17]([O:22][C:23]2[CH:28]=[C:27]([C:29]#[N:30])[CH:26]=[C:25]([Cl:31])[CH:24]=2)[C:16]=1[F:32])=[O:12].[C:46]([O-:49])(O)=O.[Na+].[CH2:51](Cl)Cl>>[Cl:5][C:6]1[N:7]=[C:8]([N:41]([C:46](=[O:49])[CH3:51])[C:1](=[O:3])[CH3:2])[N:9]([CH2:33][O:34][CH2:35][CH2:36][Si:37]([CH3:40])([CH3:39])[CH3:38])[C:10]=1[C:11]([NH:13][CH2:14][C:15]1[CH:20]=[CH:19][C:18]([Cl:21])=[C:17]([O:22][C:23]2[CH:28]=[C:27]([C:29]#[N:30])[CH:26]=[C:25]([Cl:31])[CH:24]=2)[C:16]=1[F:32])=[O:12] |f:2.3|. Procedure: Acetyl chloride (0.10 ml, 1.41 mmol) was added to a solution of 4-chloro-N-({4-chloro-3-[(3-chloro-5-cyanophenyl)oxy]-2-fluorophenyl}methyl)-2-[(trimethyl-λ5-phosphanylidene)amino]-1-({[2-(trimethylsilyl)ethyl]oxy}methyl)-1H-imidazole-5-carboxamide (0.11 g, 0.16 mmol) in CH2Cl2 (1.0 ml) and the reaction mixture was stirred at 45° C. for 1 h. Sat'd aqueous NaHCO3 was added and the aqueous layer was extracted with EtOAc. The organic layers were combined, dried (Na2SO4), filtered, concentrated and ...